Dataset: the Open Reaction Database (ORD), a public repository of structured organic reaction records. Task: describe an organic reaction: reactants, conditions, products, and yield The reactants are NC=1SC(=NN1)Br (2-amino-5-bromo-1,3,4-thiadiazole), N1CCOCC1 (morpholine). The solvent is C(C)O (ethanol). Reaction conditions: time 8 hour. Product: NC=1SC(=NN1)N1CCOCC1 (2-amino-5-morpholino-1,3,4-thiadiazole). The yield is 43.6%. As a reaction SMILES: [NH2:1][C:2]1[S:3][C:4](Br)=[N:5][N:6]=1.[NH:8]1[CH2:13][CH2:12][O:11][CH2:10][CH2:9]1>C(O)C>[NH2:1][C:2]1[S:3][C:4]([N:8]2[CH2:13][CH2:12][O:11][CH2:10][CH2:9]2)=[N:5][N:6]=1. Reported procedure: A mixture of 9 g of 2-amino-5-bromo-1,3,4-thiadiazole (0.05 mole), 9.1 g of morpholine (0.105 mole) and 150 ml ethanol was refluxed for 6 hours. After standing overnight at room temperature the precipitate was filtered off, suspended in water, again filtered off and then dried. Thus 2-amino-5-morpholino-1,3,4-thiadiazole is obtained in a yield of 43.6% of the theoretical yield. Melting point: 186°-188° C. Reactants: O=CC1CCN(Cc2ccccc2)CC1, C[O-], CO, O=Cc1ccccc1C(F)(F)F, [K+]. Yields the product O=C(Cc1ccccc1C(F)(F)F)C1CCN(Cc2ccccc2)CC1. RXN SMILES: [CH2:16]([c:17]1[cH:18][cH:19][cH:20][cH:21][cH:22]1)[N:23]1[CH2:24][CH2:25][CH:26]([CH:29]=[O:30])[CH2:27][CH2:28]1.[CH3:13][O-:14].[CH3:31][OH:32].[F:1][C:2]([c:3]1[c:4]([CH:5]=[O:6])[cH:7][cH:8][cH:9][cH:10]1)([F:11])[F:12].[K+:15]>>[F:1][C:2]([c:3]1[c:4]([CH2:5][C:29]([CH:26]2[CH2:25][CH2:24][N:23]([CH2:16][c:17]3[cH:18][cH:19][cH:20][cH:21][cH:22]3)[CH2:28][CH2:27]2)=[O:30])[cH:7][cH:8][cH:9][cH:10]1)([F:11])[F:12]. RXN SMILES: Br[C:2]1[CH:10]=[C:9]2[C:5]([C:6]([O:11][CH3:12])=[N:7][NH:8]2)=[CH:4][CH:3]=1.[CH2:13]([O:15][C:16](=[O:25])[CH:17]=[CH:18][C:19]1[CH:20]=[N:21][CH:22]=[CH:23][CH:24]=1)[CH3:14]>>[CH2:13]([O:15][C:16](=[O:25])[CH:17]=[C:18]([C:2]1[CH:10]=[C:9]2[C:5]([C:6]([O:11][CH3:12])=[N:7][NH:8]2)=[CH:4][CH:3]=1)[C:19]1[CH:20]=[N:21][CH:22]=[CH:23][CH:24]=1)[CH3:14]. The reactants are BrC1=CC=C2C(=NNC2=C1)OC (6-bromo-3-methoxy-1H-indazole), C(C)OC(C=CC=1C=NC=CC1)=O (3-pyridin-3-yl-acrylic acid ethyl ester), 3-(3-Cyano-1H-Indol-4-yl)-3-phenyl-acrylic acid ethyl. The product is C(C)OC(C=C(C=1C=NC=CC1)C1=CC=C2C(=NNC2=C1)OC)=O (3-(3-Methoxy-1H-indazol-6-yl)-3-pyridin-3yl-acrylic acid ethyl ester). Procedure: 3-(3-Methoxy-1H-indazol-6-yl)-3-pyridin-3yl-acrylic acid ethyl ester was prepared from 6-bromo-3-methoxy-1H-indazole and 3-pyridin-3-yl-acrylic acid ethyl ester using the procedure described for preparation of 3-(3-Cyano-1H-Indol-4-yl)-3-phenyl-acrylic acid ethyl esterLVIII (Example 14).